describe an organic reaction: reactants, conditions, products, and yield From a dataset of the Open Reaction Database (ORD), a public repository of structured organic reaction records. The reactants are CC(C)(C)c1ccc(S(=O)(=O)Nc2cc(Cl)cnc2-n2cc([N+](=O)[O-])cn2)cc1, CCO, [H][H]. The product is CC(C)(C)c1ccc(S(=O)(=O)Nc2cc(Cl)cnc2-n2cc(N)cn2)cc1. As a reaction SMILES: [C:1]([CH3:2])([CH3:3])([CH3:4])[c:5]1[cH:6][cH:7][c:8]([S:11](=[O:12])(=[O:13])[NH:14][c:15]2[c:16](-[n:22]3[n:23][cH:24][c:25]([N+:27]([O-:28])=[O:29])[cH:26]3)[n:17][cH:18][c:19]([Cl:21])[cH:20]2)[cH:9][cH:10]1.[CH3:32][CH2:33][OH:34].[H:30][H:31]>>[C:1]([CH3:2])([CH3:3])([CH3:4])[c:5]1[cH:6][cH:7][c:8]([S:11](=[O:12])(=[O:13])[NH:14][c:15]2[c:16](-[n:22]3[n:23][cH:24][c:25]([NH2:27])[cH:26]3)[n:17][cH:18][c:19]([Cl:21])[cH:20]2)[cH:9][cH:10]1. The reactants are CCNC(=S)NC(=O)OC(C)(C)C, CCN=C=NCCCN(C)C, CN(C)C=O, CCOC(C)=O, Cl, Cc1ccnc(N2CCC(N)C2)c1. Product: CCNC(=NC1CCN(c2cc(C)ccn2)C1)NC(=O)OC(C)(C)C. RXN SMILES: [C:14]([CH3:15])([CH3:16])([CH3:17])[O:18][C:19](=[O:20])[NH:21][C:22](=[S:23])[NH:24][CH2:25][CH3:26].[CH2:28]([N:29]=[C:30]=[N:31][CH2:32][CH2:33][CH2:34][N:35]([CH3:36])[CH3:37])[CH3:38].[CH3:39][N:40]([CH3:41])[CH:42]=[O:43].[CH3:44][CH2:45][O:46][C:47](=[O:48])[CH3:49].[ClH:27].[NH2:1][CH:2]1[CH2:3][N:4]([c:7]2[n:8][cH:9][cH:10][c:11]([CH3:13])[cH:12]2)[CH2:5][CH2:6]1>>[N:1]([CH:2]1[CH2:3][N:4]([c:7]2[n:8][cH:9][cH:10][c:11]([CH3:13])[cH:12]2)[CH2:5][CH2:6]1)=[C:22]([NH:21][C:19]([O:18][C:14]([CH3:15])([CH3:16])[CH3:17])=[O:20])[NH:24][CH2:25][CH3:26]. Reactants: O=C(O)C(F)(F)F, CN(C)C=O, O=C1CNCCN1Cc1ccc2ccccc2c1, O=C(Cl)C1CCN(c2ccncc2)CC1. Yields the product O=C1CN(C(=O)C2CCN(c3ccncc3)CC2)CCN1Cc1ccc2ccccc2c1. Reaction SMILES: [F:16][C:17]([F:18])([F:19])[C:20]([OH:21])=[O:22].[O:41]=[CH:42][N:43]([CH3:44])[CH3:45].[cH:23]1[c:24]([CH2:33][N:34]2[C:35](=[O:40])[CH2:36][NH:37][CH2:38][CH2:39]2)[cH:25][cH:26][c:27]2[cH:28][cH:29][cH:30][cH:31][c:32]12.[n:1]1[cH:2][cH:3][c:4]([N:7]2[CH2:8][CH2:9][CH:10]([C:13](=[O:14])[Cl:15])[CH2:11][CH2:12]2)[cH:5][cH:6]1>>[n:1]1[cH:2][cH:3][c:4]([N:7]2[CH2:8][CH2:9][CH:10]([C:13](=[O:14])[N:37]3[CH2:36][C:35](=[O:40])[N:34]([CH2:33][c:24]4[cH:23][c:32]5[c:27]([cH:26][cH:25]4)[cH:28][cH:29][cH:30][cH:31]5)[CH2:39][CH2:38]3)[CH2:11][CH2:12]2)[cH:5][cH:6]1. Starting materials: [PH2](=O)[O-].[Na+] (sodium hypophosphite), O (H2O), C(#N)C1=CC=C(C=C1)[C@@]1(N(C(N(C1=O)CC(=O)OCC1=CC=CC=C1)=O)CC1=CC=CC=C1)C (Benzyl ((S)-4-(4-cyanophenyl)-3-benzyl-4-methyl-2,5-dioxoimidazolidin-1-yl)acetate). Reagents/catalysts: [Ni] (Raney nickel). Solvent: N1=CC=CC=C1.C(C)(=O)O.O (pyridine acetic acid water). Run at temperature 60 celsius. Product: C(=O)C1=CC=C(C=C1)[C@@]1(N(C(N(C1=O)CC(=O)OCC1=CC=CC=C1)=O)CC1=CC=CC=C1)C (Benzyl ((S)-4-(4-formylphenyl)-3-benzyl-4-methyl-2,5-dioxoimidazolidin-1-yl)acetate). Yield: 79.0%. RXN SMILES: [PH2]([O-])=O.[Na+].[OH2:5].[C:6]([C:8]1[CH:13]=[CH:12][C:11]([C@@:14]2([CH3:39])[C:18](=[O:19])[N:17]([CH2:20][C:21]([O:23][CH2:24][C:25]3[CH:30]=[CH:29][CH:28]=[CH:27][CH:26]=3)=[O:22])[C:16](=[O:31])[N:15]2[CH2:32][C:33]2[CH:38]=[CH:37][CH:36]=[CH:35][CH:34]=2)=[CH:10][CH:9]=1)#N>[Ni].N1C=CC=CC=1.C(O)(=O)C.O>[CH:6]([C:8]1[CH:13]=[CH:12][C:11]([C@@:14]2([CH3:39])[C:18](=[O:19])[N:17]([CH2:20][C:21]([O:23][CH2:24][C:25]3[CH:26]=[CH:27][CH:28]=[CH:29][CH:30]=3)=[O:22])[C:16](=[O:31])[N:15]2[CH2:32][C:33]2[CH:34]=[CH:35][CH:36]=[CH:37][CH:38]=2)=[CH:10][CH:9]=1)=[O:5] |f:0.1,5.6.7|. Procedure details: 24.3 g of sodium hypophosphite×H2O and 4.02 g of Raney nickel were added to a solution of 6.08 g (13.42 mmol) of 8.1 in 200 ml of pyridine/acetic acid/water (2:1:1) at 0° C. and the reaction mixture was heated at 60° C. for 8 h. After cooling to room temperature and filtration, the reaction mixture was concentrated in vacuo, the residue was taken up in ethyl acetate and the ethyl acetate phase was extracted 2× with water, 2× with 10% strength citric acid solution, 2× with saturated NaHCO3 soluti... The reactants are C(=O)(C(F)(F)F)O.C(Cl)Cl (TFA CH2Cl2), C(C)(C)(C)OC(=O)N1CCC(CC1)NC(=O)[C@@H]1N[C@H]([C@]([C@H]1C1=C(C(=CC=C1)Cl)F)(C#N)C1=C(C=C(C=C1)Cl)F)CC(C)(C)C (rac-4-{[(2R,3S,4R,5S)-3-(3-chloro-2-fluoro-phenyl)-4-(4-chloro-2-fluoro-phenyl)-4-cyano-5-(2,2-dimethyl-propyl)-pyrrolidine-2-carbonyl]-amino}-piperidine-1-carboxylic acid tert-butyl ester). Run at time 15 minute. The product is FC(C(=O)O)(F)F.N1CCC(CC1)NC(=O)C1NC(C(C1C1=C(C(=CC=C1)Cl)F)(C#N)C1=C(C=C(C=C1)Cl)F)CC(C)(C)C (rac-(2R,3S,4R,5S)-3-(3-chloro-2-fluoro-phenyl)-4-(4-chloro-2-fluoro-phenyl)-4-cyano-5-(2,2-dimethyl-propyl)-pyrrolidine-2-carboxylic acid piperidin-4-ylamide trifluoroacetic acid). As a reaction SMILES: [C:1]([OH:7])([C:3]([F:6])([F:5])[F:4])=[O:2].C(Cl)Cl.C(OC([N:18]1[CH2:23][CH2:22][CH:21]([NH:24][C:25]([C@H:27]2[C@H:31]([C:32]3[CH:37]=[CH:36][CH:35]=[C:34]([Cl:38])[C:33]=3[F:39])[C@:30]([C:42]3[CH:47]=[CH:46][C:45]([Cl:48])=[CH:44][C:43]=3[F:49])([C:40]#[N:41])[C@H:29]([CH2:50][C:51]([CH3:54])([CH3:53])[CH3:52])[NH:28]2)=[O:26])[CH2:20][CH2:19]1)=O)(C)(C)C>>[F:4][C:3]([F:6])([F:5])[C:1]([OH:7])=[O:2].[NH:18]1[CH2:19][CH2:20][CH:21]([NH:24][C:25]([CH:27]2[CH:31]([C:32]3[CH:37]=[CH:36][CH:35]=[C:34]([Cl:38])[C:33]=3[F:39])[C:30]([C:42]3[CH:47]=[CH:46][C:45]([Cl:48])=[CH:44][C:43]=3[F:49])([C:40]#[N:41])[CH:29]([CH2:50][C:51]([CH3:54])([CH3:53])[CH3:52])[NH:28]2)=[O:26])[CH2:22][CH2:23]1 |f:0.1,3.4|. Procedure details: To a stirred solution of a mixture of TFA/CH2Cl2 (5 mL/10 mL), rac-4-{[(2R,3S,4R,5S)-3-(3-chloro-2-fluoro-phenyl)-4-(4-chloro-2-fluoro-phenyl)-4-cyano-5-(2,2-dimethyl-propyl)-pyrrolidine-2-carbonyl]-amino}-piperidine-1-carboxylic acid tert-butyl ester (example 92, 510 mg, 0.79 mmol) was added and the mixture was stirred at rt for 15 min. The solvent was removed and the residue dried to give a white solid after precipation from methylene chloride and ethyl acetate. 492 mg. The solvent is C(C)O (ethanol). Yields the product ClC=1C=C(C(=O)O)C=CC1N1C(CCCC1)=O (3-chloro-4-(piperidin-2-on-1-yl)-benzoic acid). Starting materials: ClC=1C=C(C(=O)OC)C=CC1N1C(CCCC1)=O (methyl 3-chloro-4-(piperidin-2-on-1-yl)-benzoate), [OH-].[Li+] (lithium hydroxide). RXN SMILES: [Cl:1][C:2]1[CH:3]=[C:4]([CH:9]=[CH:10][C:11]=1[N:12]1[CH2:17][CH2:16][CH2:15][CH2:14][C:13]1=[O:18])[C:5]([O:7]C)=[O:6].[OH-].[Li+]>C(O)C>[Cl:1][C:2]1[CH:3]=[C:4]([CH:9]=[CH:10][C:11]=1[N:12]1[CH2:17][CH2:16][CH2:15][CH2:14][C:13]1=[O:18])[C:5]([OH:7])=[O:6] |f:1.2|. Reported procedure: Prepared analogously to Example 39d from methyl 3-chloro-4-(piperidin-2-on-1-yl)-benzoate and 8% lithium hydroxide solution in ethanol. Reactants: C(C)(C)(C)OC(=O)N[C@H](C(=O)O)CCCO[Si](C1=CC=CC=C1)(C1=CC=CC=C1)C(C)(C)C ((S)-2-tert-Butoxycarbonylamino-5-(tert-butyl-diphenyl-silanyloxy)-pentanoic acid), C(C)N1CCOCC1 (N-ethylmorpholine), C(CCC)ON1C(CNCC1)=C=O (1-butoxy-carbonylpiperazine), [B-](F)(F)(F)F.CCOC(=O)C(=NOC(=[N+](C)C)N(C)C)C#N (TOTU), CN(C)C=O (DMF). The solvent is C(C)(=O)OCC (ethyl acetate). Conditions: time 12 hour. The product is C(CCC)OC(=O)N1CCN(CC1)C([C@H](CCCO[Si](C1=CC=CC=C1)(C1=CC=CC=C1)C(C)(C)C)NC(=O)OC(C)(C)C)=O (4-[(S)-2-tert-Butoxycarbonylamino-5-(tert-butyl-diphenyl-silanyloxy)-pentanoyl]-piperazine-1-carboxylic acid butyl ester). Reaction SMILES: [C:1]([O:5][C:6]([NH:8][C@@H:9]([CH2:13][CH2:14][CH2:15][O:16][Si:17]([C:30]([CH3:33])([CH3:32])[CH3:31])([C:24]1[CH:29]=[CH:28][CH:27]=[CH:26][CH:25]=1)[C:18]1[CH:23]=[CH:22][CH:21]=[CH:20][CH:19]=1)C(O)=O)=[O:7])([CH3:4])([CH3:3])[CH3:2].C(N1CCOCC1)C.[CH2:42]([O:46]N1CCNCC1=C=O)[CH2:43][CH2:44][CH3:45].[B-](F)(F)(F)F.CCOC(C(C#N)=N[O:67][C:68]([N:72]([CH3:74])[CH3:73])=[N+](C)C)=O.[CH3:77][N:78]([CH:80]=[O:81])[CH3:79]>C(OCC)(=O)C>[CH2:42]([O:46][C:80]([N:78]1[CH2:79][CH2:73][N:72]([C:68](=[O:67])[C@@H:9]([NH:8][C:6]([O:5][C:1]([CH3:3])([CH3:4])[CH3:2])=[O:7])[CH2:13][CH2:14][CH2:15][O:16][Si:17]([C:30]([CH3:31])([CH3:33])[CH3:32])([C:24]2[CH:29]=[CH:28][CH:27]=[CH:26][CH:25]=2)[C:18]2[CH:19]=[CH:20][CH:21]=[CH:22][CH:23]=2)[CH2:74][CH2:77]1)=[O:81])[CH2:43][CH2:44][CH3:45] |f:3.4|. Procedure: To a solution of 1.6 g (S)-2-tert-Butoxycarbonylamino-5-(tert-butyl-diphenyl-silanyloxy)-pentanoic acid in 8 ml DMF were added 1.7 ml N-ethylmorpholine, 1.0 g 1-butoxy-carbonylpiperazine hydrotrifluoroacetate and 1.1 g TOTU. The solution was stirred for 12 h before being diluted with ethyl acetate and extracted subsequently with aqueous LiCl (4%), 0.1 M HCl and saturated aqueous NaHCO3. The crude product obtained after evaporation of the solvent was used without further purification. Yield: 1.8 ... Starting materials: [O-]B([O-])O, CCCCN1CN(C)C(C)(C)C=C1C, CCO, [Na+], [Na+]. The product is CCCCN1CN(C)C(C)(C)CC1C. RXN SMILES: [B:15]([O-:16])([O-:17])[OH:18].[CH2:1]([CH2:2][CH2:3][CH3:4])[N:5]1[CH2:6][N:7]([CH3:14])[C:8]([CH3:12])([CH3:13])[CH:9]=[C:10]1[CH3:11].[CH3:21][CH2:22][OH:23].[Na+:19].[Na+:20]>>[CH2:1]([CH2:2][CH2:3][CH3:4])[N:5]1[CH2:6][N:7]([CH3:14])[C:8]([CH3:12])([CH3:13])[CH2:9][CH:10]1[CH3:11]. The reactants are ClC1=C(C(=O)OC)C=CC(=C1C(=O)NC(CCl)(C)C)S(=O)(=O)C (methyl 2-chloro-3-(1-chloro-2,2-dimethyleth-2-ylaminocarbonyl)-4-methylsulfonylbenzoate), [OH-].[Na+] (sodium hydroxide). Solvent: CO (methanol). The product is ClC1=C(C(=O)O)C=CC(=C1C=1OCC(N1)(C)C)S(=O)(=O)C (2-chloro-3-(4,4-dimethyl-4,5-dihydrooxazol-2-yl)-4-methylsulfonylbenzoic acid). Yield: 62.3%. RXN SMILES: [Cl:1][C:2]1[C:11]([C:12]([NH:14][C:15]([CH3:19])([CH3:18])[CH2:16]Cl)=[O:13])=[C:10]([S:20]([CH3:23])(=[O:22])=[O:21])[CH:9]=[CH:8][C:3]=1[C:4]([O:6]C)=[O:5].[OH-].[Na+]>CO>[Cl:1][C:2]1[C:11]([C:12]2[O:13][CH2:16][C:15]([CH3:19])([CH3:18])[N:14]=2)=[C:10]([S:20]([CH3:23])(=[O:22])=[O:21])[CH:9]=[CH:8][C:3]=1[C:4]([OH:6])=[O:5] |f:1.2|. Procedure: A solution of 5.82 g (15 mmol) of methyl 2-chloro-3-(1-chloro-2,2-dimethyleth-2-ylaminocarbonyl)-4-methylsulfonylbenzoate and 0.81 g (20 mmol) of sodium hydroxide in 80 ml of methanol was stirred at room temperature for 8 hours. The solvent was distilled off and the residue was taken up in water and washed three times with ethyl acetate. The aqueous phase was acidified with hydrochloric acid and extracted three times with ethyl acetate. The organic phase was dried and the solvent was removed und...